This data is from the Open Reaction Database (ORD), a public repository of structured organic reaction records. The task is: describe an organic reaction: reactants, conditions, products, and yield Starting materials: C1=CC=C(C=2C3=CC=CC=C3NC12)OCC(C(=O)O)(C)C (3-(9H-carbazole-4-yloxy)-2,2-dimethylpropionic acid), ClCC1=CC(=C(OCC=2N=C(OC2C)C2=CC=CC=C2)C=C1)OC (4-((4-(chloromethyl)-2-methoxyphenoxy)methyl)-5-methyl-2-phenyloxazole), C1=CC=C(C=2C3=CC=CC=C3NC12)OC(C(=O)O)(C)C (2-(9H-carbazole-4-yloxy)-2-methylpropionic acid), ClCC1=CC(=C(OCC=2N=C(OC2C)C=2SC=CC2)C=C1)OC (4-((4-(chloromethyl)-2-methoxyphenoxy)methyl)-2-(thiophene-2-yl)-5-methyloxazole). The product is COC=1C=C(CN2C3=CC=CC=C3C=3C(=CC=CC23)OCC(C(=O)O)(C)C)C=CC1OCC=1N=C(OC1C)C=1SC=CC1 (3-{9-[3-methoxy-4-((5-methyl-2-(thiophene-2-yl)-oxazole-4-yl)methoxy)-benzyl]-9H-carbazole-4-yloxy}-2,2-dimethyl-propionic acid). Reaction SMILES: [CH:1]1[C:13]2[NH:12][C:11]3[C:6](=[CH:7][CH:8]=[CH:9][CH:10]=3)[C:5]=2[C:4]([O:14][CH2:15][C:16]([CH3:21])([CH3:20])[C:17]([OH:19])=[O:18])=[CH:3][CH:2]=1.C1C2NC3C(=CC=CC=3)C=2C(OC(C)(C)C(O)=O)=CC=1.Cl[CH2:43][C:44]1[CH:62]=[CH:61][C:47]([O:48][CH2:49][C:50]2[N:51]=[C:52]([C:56]3[S:57][CH:58]=[CH:59][CH:60]=3)[O:53][C:54]=2[CH3:55])=[C:46]([O:63][CH3:64])[CH:45]=1.ClCC1C=CC(OCC2N=C(C3C=CC=CC=3)OC=2C)=C(OC)C=1>>[CH3:64][O:63][C:46]1[CH:45]=[C:44]([CH:62]=[CH:61][C:47]=1[O:48][CH2:49][C:50]1[N:51]=[C:52]([C:56]2[S:57][CH:58]=[CH:59][CH:60]=2)[O:53][C:54]=1[CH3:55])[CH2:43][N:12]1[C:13]2[CH:1]=[CH:2][CH:3]=[C:4]([O:14][CH2:15][C:16]([CH3:21])([CH3:20])[C:17]([OH:19])=[O:18])[C:5]=2[C:6]2[C:11]1=[CH:10][CH:9]=[CH:8][CH:7]=2. Reported procedure: The subject compound was prepared by performing the same operation as that of the example 3 by using 3-(9H-carbazole-4-yloxy)-2,2-dimethylpropionic acid prepared by the reference 30 instead of 2-(9H-carbazole-4-yloxy)-2-methylpropionic acid used in the example 3, and using 4-((4-(chloromethyl)-2-methoxyphenoxy)methyl)-2-(thiophene-2-yl)-5-methyloxazole prepared by the reference 3 instead of 4-((4-(chloromethyl)-2-methoxyphenoxy)methyl)-5-methyl-2-phenyloxazole.